From a dataset of the Open Reaction Database (ORD), a public repository of structured organic reaction records. describe an organic reaction: reactants, conditions, products, and yield Reactants: FC(F)(F)SCC(=O)NC1[C@@H]2N(C(=C(CS2)C(C)SC2=NN=NN2)C(=O)[O-])C1=O.[Na+] (sodium 7-trifluoromethylmercaptoacetamido-3-(1-methyltetrazol-5-ylthiomethyl)-3-cephem-4-carboxylate), C(C)(=O)OCBr (bromomethyl acetate). Run in CN(C)C=O (DMF), CN(C)C=O (DMF), O (water). Run at temperature 0 celsius, time 90 minute. The product is FC(F)(F)SCC(=O)NC1[C@@H]2N(C(=C(CS2)C(C)SC2=NN=NN2)C(=O)OCOC(C)=O)C1=O (acetoxymethyl 7-trifluoromethylmercaptoacetamido-3-(1-methyltetrazol-5-ylthiomethyl)-3-cephem-4-carboxylate). As a reaction SMILES: [F:1][C:2]([S:5][CH2:6][C:7]([NH:9][CH:10]1[C:28](=[O:29])[N:12]2[C:13]([C:25]([O-:27])=[O:26])=[C:14]([CH:17]([S:19][C:20]3[NH:24][N:23]=[N:22][N:21]=3)[CH3:18])[CH2:15][S:16][C@H:11]12)=[O:8])([F:4])[F:3].[Na+].[C:31]([O:34][CH2:35]Br)(=[O:33])[CH3:32]>CN(C=O)C.O>[F:1][C:2]([S:5][CH2:6][C:7]([NH:9][CH:10]1[C:28](=[O:29])[N:12]2[C:13]([C:25]([O:27][CH2:35][O:34][C:31](=[O:33])[CH3:32])=[O:26])=[C:14]([CH:17]([S:19][C:20]3[NH:21][N:22]=[N:23][N:24]=3)[CH3:18])[CH2:15][S:16][C@H:11]12)=[O:8])([F:4])[F:3] |f:0.1|. Reported procedure: To a cold solution of sodium 7-trifluoromethylmercaptoacetamido-3-(1-methyltetrazol-5-ylthiomethyl)-3-cephem-4-carboxylate (738 mg, 1.5 mmol) in dry DMF (10 ml) is added a solution of bromomethyl acetate (253 mg, 1.65 mmol) in DMF (1 ml). The reaction is stirred for 30 minutes at 0°C and 90 minutes at room temperature. The reaction is diluted with water and the aqueous mixture is extracted with ethyl acetate. The extracts are washed with water, dried and evaporated to give acetoxymethyl 7-triflu... Reactants: OO (hydrogen peroxide), S(=O)(=O)([O-])[O-].[Al+3].S(=O)(=O)([O-])[O-].S(=O)(=O)([O-])[O-].[Al+3] (aluminum sulfate), C1(=CC=CC=C1)O (phenol), ketone. Yields the product C=1(O)C(O)=CC=CC1 (catechol), C1(O)=CC=C(O)C=C1 (hydroquinone). RXN SMILES: [C:1]1([OH:7])[CH:6]=[CH:5][CH:4]=[CH:3][CH:2]=1.OO.S([O-])([O-])(=O)=[O:11].[Al+3].S([O-])([O-])(=O)=[O:17].S([O-])([O-])(=O)=O.[Al+3]>>[C:1]1([C:6](=[CH:5][CH:4]=[CH:3][CH:2]=1)[OH:11])[OH:7].[C:1]1([CH:6]=[CH:5][C:4]([OH:17])=[CH:3][CH:2]=1)[OH:7] |f:2.3.4.5.6|. Procedure: 10 g. (106 m. moles) of phenol, 8.20 m. moles of the ketone indicated in Table 3, 0.300 g. (5.29 m. moles) of 60 percent hydrogen peroxide, 0.070 g. of aluminum sulfate (Al2 (SO4)3.18H2O) (miligramion 0.315 of SO4 --) were mixed together and the resulting mixture was reacted at 100° C. for 30 minutes in the same manner as in Example 1. Yields of catechol and hydroquinone are shown in Table 3.